This data is from the Open Reaction Database (ORD), a public repository of structured organic reaction records. The task is: describe an organic reaction: reactants, conditions, products, and yield Reactants: O=C(Cl)OCc1ccccc1, CC(O)CN, c1ccccc1. The product is CC(O)CNC(=O)OCc1ccccc1. As a reaction SMILES: [Cl:6][C:7](=[O:8])[O:9][CH2:10][c:11]1[cH:12][cH:13][cH:14][cH:15][cH:16]1.[NH2:1][CH2:2][CH:3]([CH3:4])[OH:5].[cH:17]1[cH:18][cH:19][cH:20][cH:21][cH:22]1>>[NH:1]([CH2:2][CH:3]([CH3:4])[OH:5])[C:7](=[O:8])[O:9][CH2:10][c:11]1[cH:12][cH:13][cH:14][cH:15][cH:16]1. Starting materials: C1(=CC=CC=C1)[C@@H](C)N1[C@@H]2C(O[C@H](CC1)C2)=O ((1S,5R)-2-[(1R)-1-phenylethyl]-6-oxa-2-azabicyclo[3.2.1]octan-7-one), COC(=O)CP(=O)(OC)OC (phosphonoacetic acid trimethyl ester), Cl (hydrochloric acid), solution, CCC([BH-](C(CC)C)C(CC)C)C.[Li+] (L-Selectride). Solvent: O (Water), C1CCOC1 (THF), C1CCOC1 (THF). Conditions: temperature -78 celsius, time 1 hour. Yields the product COC(\C=C\[C@H]1N(CC[C@H](C1)O)[C@H](C)C1=CC=CC=C1)=O ((2E)-3-{(2S,4R)-4-Hydroxy-1-[(1R)-1-phenylethyl]piperidin-2-yl}acrylic acid methyl ester). Isolated yield 172.6%. Reaction SMILES: [C:1]1([C@H:7]([N:9]2[CH2:15][CH2:14][C@@H:13]3[CH2:16][C@H:10]2[C:11](=O)[O:12]3)[CH3:8])[CH:6]=[CH:5][CH:4]=[CH:3][CH:2]=1.CCC(C)[BH-](C(C)CC)C(C)CC.[Li+].[CH3:32][O:33][C:34]([CH2:36]P(OC)(OC)=O)=[O:35].Cl>C1COCC1.O>[CH3:32][O:33][C:34](=[O:35])/[CH:36]=[CH:11]/[C@@H:10]1[CH2:16][C@H:13]([OH:12])[CH2:14][CH2:15][N:9]1[C@@H:7]([C:1]1[CH:6]=[CH:5][CH:4]=[CH:3][CH:2]=1)[CH3:8] |f:1.2|. Procedure details: Dissolve 2.0 g (8.647 mmol) of (1S,5R)-2-[(1R)-1-phenylethyl]-6-oxa-2-azabicyclo[3.2.1]octan-7-one [prepared from N-[(1R)-1-phenylethyl]but-3-en-1-amine according to Bioorg. Med. Chem. Lett. 6 (8), 964 (1996)] in 8 ml of abs. THF, cool to −78° C. and add 9.5 ml (9.5 mmol) of a 1M solution of L-Selectride in THF. After the end of the addition, continue stirring at −78° C. for 1 h, then warm to −20° C. and add 2.1 ml (13 mmol) of phosphonoacetic acid trimethyl ester. Then warm the reaction mixture...